Dataset: the Open Reaction Database (ORD), a public repository of structured organic reaction records. Task: describe an organic reaction: reactants, conditions, products, and yield Reactants: CN(C)c1cc(NC(=O)OC(C)(C)C)c(NC(=O)CC(=O)c2cccc(-n3ccnn3)c2)cc1C#Cc1ccccc1, ClCCl, O=C(O)C(F)(F)F. Product: CN(C)c1cc2c(cc1C#Cc1ccccc1)NC(=O)CC(c1cccc(-n3ccnn3)c1)=N2. RXN SMILES: [C:1]([O:2][C:3](=[O:4])[NH:7][c:8]1[c:9]([NH:25][C:26]([CH2:27][C:28](=[O:5])[c:29]2[cH:30][c:31](-[n:35]3[n:36][n:37][cH:38][cH:39]3)[cH:32][cH:33][cH:34]2)=[O:41])[cH:10][c:11]([C:17]#[C:18][c:19]2[cH:20][cH:21][cH:22][cH:23][cH:24]2)[c:12]([N:14]([CH3:15])[CH3:16])[cH:13]1)([CH3:6])([CH3:40])[CH3:42].[Cl:50][CH2:51][Cl:52].[F:43][C:44]([F:45])([F:46])[C:47]([OH:48])=[O:49]>>[N:7]1=[C:28]([c:29]2[cH:30][c:31](-[n:35]3[n:36][n:37][cH:38][cH:39]3)[cH:32][cH:33][cH:34]2)[CH2:27][C:26](=[O:41])[NH:25][c:9]2[c:8]1[cH:13][c:12]([N:14]([CH3:15])[CH3:16])[c:11]([C:17]#[C:18][c:19]1[cH:20][cH:21][cH:22][cH:23][cH:24]1)[cH:10]2. Starting materials: CC(C)(C)OC(=O)N1CCC(C(=O)O)(c2ccccc2)CC1, CN(C)c1ccncc1, CC#N, Nc1nonc1-c1noc(=O)n1-c1ccc(F)c(Br)c1, O=P(Cl)(Cl)Cl. Product: CC(C)(C)OC(=O)N1CCC(C(=O)Nc2nonc2-c2noc(=O)n2-c2ccc(F)c(Br)c2)(c2ccccc2)CC1. As a reaction SMILES: [C:21]([CH3:22])([CH3:23])([CH3:24])[O:25][C:26](=[O:27])[N:28]1[CH2:29][CH2:30][C:31]([C:34](=[O:35])[OH:36])([c:37]2[cH:38][cH:39][cH:40][cH:41][cH:42]2)[CH2:32][CH2:33]1.[CH3:48][N:49]([CH3:50])[c:51]1[cH:52][cH:53][n:54][cH:55][cH:56]1.[CH3:57][C:58]#[N:59].[NH2:1][c:2]1[c:3](-[c:7]2[n:8][o:9][c:10](=[O:20])[n:11]2-[c:12]2[cH:13][c:14]([Br:19])[c:15]([F:18])[cH:16][cH:17]2)[n:4][o:5][n:6]1.[P:43]([Cl:44])([Cl:45])([Cl:46])=[O:47]>>[NH:1]([c:2]1[c:3](-[c:7]2[n:8][o:9][c:10](=[O:20])[n:11]2-[c:12]2[cH:13][c:14]([Br:19])[c:15]([F:18])[cH:16][cH:17]2)[n:4][o:5][n:6]1)[C:34]([C:31]1([c:37]2[cH:38][cH:39][cH:40][cH:41][cH:42]2)[CH2:30][CH2:29][N:28]([C:26]([O:25][C:21]([CH3:22])([CH3:23])[CH3:24])=[O:27])[CH2:33][CH2:32]1)=[O:35]. Starting materials: ClC1=CC=C(C(=O)CNC(=O)C2=CC=C(C(=O)OCC)C=C2)C=C1 (ethyl 4-[N-(4-chlorobenzoylmethyl)carbamoyl]benzoate), P(=O)(Cl)(Cl)Cl (phosphorus oxychloride). The product is ClC1=CC=C(C=C1)C1=CN=C(O1)C1=CC=C(C(=O)OCC)C=C1 (ethyl 4-[5-(4-chlorophenyl)-2-oxazolyl]benzoate). Isolated yield 80.0%. RXN SMILES: [Cl:1][C:2]1[CH:24]=[CH:23][C:5]([C:6]([CH2:8][NH:9][C:10]([C:12]2[CH:22]=[CH:21][C:15]([C:16]([O:18][CH2:19][CH3:20])=[O:17])=[CH:14][CH:13]=2)=[O:11])=O)=[CH:4][CH:3]=1.P(Cl)(Cl)(Cl)=O>>[Cl:1][C:2]1[CH:24]=[CH:23][C:5]([C:6]2[O:11][C:10]([C:12]3[CH:22]=[CH:21][C:15]([C:16]([O:18][CH2:19][CH3:20])=[O:17])=[CH:14][CH:13]=3)=[N:9][CH:8]=2)=[CH:4][CH:3]=1. Procedure: In the same manner as in Example 106, ethyl 4-[N-(4-chlorobenzoylmethyl)carbamoyl]benzoate was reacted with phosphorus oxychloride to obtain ethyl 4-[5-(4-chlorophenyl)-2-oxazolyl]benzoate. The product was recrystallized from ethyl acetate-isopropyl ether. Yield: 80%. Pale yellow prisms. Melting point: 195 to 197° C.